From a dataset of the Open Reaction Database (ORD), a public repository of structured organic reaction records. describe an organic reaction: reactants, conditions, products, and yield The reactants are CN(C)C=O, O=C(Cl)C(Cl)Cl, Nc1ncc(Cl)cn1, [Na+], O=C([O-])O. Product: O=C(Nc1ncc(Cl)cn1)C(Cl)Cl. Reaction SMILES: [CH3:20][N:21]([CH3:22])[CH:23]=[O:24].[Cl:9][CH:10]([Cl:11])[C:12]([Cl:13])=[O:14].[NH2:1][c:2]1[n:3][cH:4][c:5]([Cl:8])[cH:6][n:7]1.[Na+:15].[OH:16][C:17](=[O:18])[O-:19]>>[NH:1]([c:2]1[n:3][cH:4][c:5]([Cl:8])[cH:6][n:7]1)[C:12]([CH:10]([Cl:9])[Cl:11])=[O:14]. The reactants are CCCC(NC(c1ccc(Br)cc1)C(F)(F)F)C(=O)NC1(C#N)CC1, ClCCl, Cc1ccc(B(O)O)cc1. Yields the product CCCC(NC(c1ccc(-c2ccc(C)cc2)cc1)C(F)(F)F)C(=O)NC1(C#N)CC1. As a reaction SMILES: [Br:11][c:12]1[cH:13][cH:14][c:15]([CH:18]([C:19]([F:20])([F:21])[F:22])[NH:23][CH:24]([CH2:25][CH2:26][CH3:27])[C:28](=[O:29])[NH:30][C:31]2([C:34]#[N:35])[CH2:32][CH2:33]2)[cH:16][cH:17]1.[Cl:36][CH2:37][Cl:38].[c:1]1([CH3:10])[cH:2][cH:3][c:4]([B:7]([OH:8])[OH:9])[cH:5][cH:6]1>>[c:1]1([CH3:10])[cH:2][cH:3][c:4](-[c:12]2[cH:13][cH:14][c:15]([CH:18]([C:19]([F:20])([F:21])[F:22])[NH:23][CH:24]([CH2:25][CH2:26][CH3:27])[C:28](=[O:29])[NH:30][C:31]3([C:34]#[N:35])[CH2:32][CH2:33]3)[cH:16][cH:17]2)[cH:5][cH:6]1. The reactants are COC(C(=O)OC)C(=O)[O-] (Mono-methyl methoxymalonate), Compound 214, S(=O)(Cl)Cl (thionyl chloride), C(Cl)Cl (methylene chloride). Yields the product ClC(=O)COCC(=O)OC (methyl (chlorocarbonyl)methoxyacetate). RXN SMILES: [CH3:1][O:2][CH:3](C([O-])=O)[C:4]([O:6][CH3:7])=[O:5].S(Cl)(Cl)=[O:12].[CH2:15]([Cl:17])Cl>>[Cl:17][C:15]([CH2:1][O:2][CH2:3][C:4]([O:6][CH3:7])=[O:5])=[O:12]. Procedure: Mono-methyl methoxymalonate (9.8 grams, 0.07 mole), prepared In Example LVI (Compound 214) was reacted with thionyl chloride (15.74 grams, 0.13 mole) in 100 milliliters of methylene chloride in a manner similar to that described in Example LIII Part C, to give 11.06 grams (0.07 mole) of methyl (chlorocarbonyl)methoxyacetate. NMR analysis of the product indicated the following: The solvent is O (water). Reactants: resultant mixture, [N+](=O)([O-])C1=CC(=C(C=C1)NNC=O)O (2-(4-nitro-2-hydroxyphenyl)-1-formylhydrazine), [Cl-].[NH4+] (ammonium chloride), O1CCOCC1 (dioxane). Isolated yield 77.3%. RXN SMILES: [Cl-].[NH4+].O1CCOCC1.[N+:9]([C:12]1[CH:17]=[CH:16][C:15]([NH:18][NH:19][CH:20]=[O:21])=[C:14]([OH:22])[CH:13]=1)([O-])=O>[Fe].O>[NH2:9][C:12]1[CH:17]=[CH:16][C:15]([NH:18][NH:19][CH:20]=[O:21])=[C:14]([OH:22])[CH:13]=1 |f:0.1|. Reagents/catalysts: [Fe] (iron). Product: NC1=CC(=C(C=C1)NNC=O)O (2-(4-amino-2-hydroxyphenyl)-1-formylhydrazine). Reported procedure: A mixture of 120 g of iron powder, 5 g of ammonium chloride, 2 liters of dioxane, and 800 ml of water was heated on a steam bath with stirring and after adding thereto 61 g of 2-(4-nitro-2-hydroxyphenyl)-1-formylhydrazine with stirring, the resultant mixture was refluxed for 40 minutes. Then, insoluble matters were distilled off the filtrate was concentrated under reduced pressure, and water was added to the residue. Crystals thus formed were collected by filtration and washed with acetonitrile ... The reactants are CCN(CC)c1ccc(CN(N)CC(O)C(Cc2ccccc2)NC(=O)C(NC(=O)OC)C(C)(C)C)cc1, COC(=O)NC(C(=O)O)C(C)C, CCN(C(C)C)C(C)C, Cl, CN(C)C=O. Product: CCN(CC)c1ccc(CN(CC(O)C(Cc2ccccc2)NC(=O)C(NC(=O)OC)C(C)(C)C)NC(=O)C(NC(=O)OC)C(C)C)cc1. RXN SMILES: [CH2:23]([CH3:24])[N:25]([CH2:26][CH3:27])[c:28]1[cH:29][cH:30][c:31]([CH2:34][N:35]([CH2:36][CH:37]([CH:38]([CH2:39][c:40]2[cH:41][cH:42][cH:43][cH:44][cH:45]2)[NH:46][C:47]([CH:48]([NH:49][C:50](=[O:51])[O:52][CH3:53])[C:54]([CH3:55])([CH3:56])[CH3:57])=[O:58])[OH:59])[NH2:60])[cH:32][cH:33]1.[CH3:10][O:11][C:12](=[O:13])[NH:14][CH:15]([CH:16]([CH3:17])[CH3:18])[C:19](=[O:20])[OH:21].[CH:1]([N:2]([CH2:3][CH3:4])[CH:5]([CH3:6])[CH3:7])([CH3:8])[CH3:9].[ClH:22].[O:61]=[CH:62][N:63]([CH3:64])[CH3:65]>>[CH3:10][O:11][C:12](=[O:13])[NH:14][CH:15]([CH:16]([CH3:17])[CH3:18])[C:19](=[O:21])[NH:60][N:35]([CH2:34][c:31]1[cH:30][cH:29][c:28]([N:25]([CH2:23][CH3:24])[CH2:26][CH3:27])[cH:33][cH:32]1)[CH2:36][CH:37]([CH:38]([CH2:39][c:40]1[cH:41][cH:42][cH:43][cH:44][cH:45]1)[NH:46][C:47]([CH:48]([NH:49][C:50](=[O:51])[O:52][CH3:53])[C:54]([CH3:55])([CH3:56])[CH3:57])=[O:58])[OH:59]. Reactants: NC1=NC(=CC(=N1)N1CCC2(C[C@H](N(C2)C(=O)OCC2=CC=CC=C2)C(=O)OCC)CC1)O[C@@H](C(F)(F)F)C1=C(C=C(C=C1)Br)N1N=C(C=C1)C ((S)-2-benzyl 3-ethyl 8-(2-amino-6-((R)-1-(4-bromo-2-(3-methyl-1H-pyrazol-1-yl)phenyl)-2,2,2-trifluoroethoxy)pyrimidin-4-yl)-2,8-diazaspiro[4.5]decane-2,3-dicarboxylate), O[Li].O (LiOH—H2O), Cl (HCl). Run in C1CCOC1 (THF), CO (MeOH), O (water). Conditions: time 4 hour. The product is NC1=NC(=CC(=N1)N1CCC2(CN([C@@H](C2)C(=O)O)C(=O)OCC2=CC=CC=C2)CC1)O[C@@H](C(F)(F)F)C1=C(C=C(C=C1)Br)N1N=C(C=C1)C ((2S)-8-[2-amino-6-[(1R)-1-[4-bromo-2-(3-methylpyrazol-1-yl)phenyl]-2,2,2-trifluoro-ethoxy]pyrimidin-4-yl]-3-benzyloxycarbonyl-3,8-diazaspiro[4.5]decane-2-carboxylic acid). Reaction SMILES: [NH2:1][C:2]1[N:7]=[C:6]([N:8]2[CH2:32][CH2:31][C:11]3([CH2:15][N:14]([C:16]([O:18][CH2:19][C:20]4[CH:25]=[CH:24][CH:23]=[CH:22][CH:21]=4)=[O:17])[C@H:13]([C:26]([O:28]CC)=[O:27])[CH2:12]3)[CH2:10][CH2:9]2)[CH:5]=[C:4]([O:33][C@H:34]([C:39]2[CH:44]=[CH:43][C:42]([Br:45])=[CH:41][C:40]=2[N:46]2[CH:50]=[CH:49][C:48]([CH3:51])=[N:47]2)[C:35]([F:38])([F:37])[F:36])[N:3]=1.O[Li].O.Cl>C1COCC1.CO.O>[NH2:1][C:2]1[N:7]=[C:6]([N:8]2[CH2:9][CH2:10][C:11]3([CH2:12][C@@H:13]([C:26]([OH:28])=[O:27])[N:14]([C:16]([O:18][CH2:19][C:20]4[CH:25]=[CH:24][CH:23]=[CH:22][CH:21]=4)=[O:17])[CH2:15]3)[CH2:31][CH2:32]2)[CH:5]=[C:4]([O:33][C@H:34]([C:39]2[CH:44]=[CH:43][C:42]([Br:45])=[CH:41][C:40]=2[N:46]2[CH:50]=[CH:49][C:48]([CH3:51])=[N:47]2)[C:35]([F:36])([F:38])[F:37])[N:3]=1 |f:1.2|. Procedure: To a solution of (S)-2-benzyl 3-ethyl 8-(2-amino-6-((R)-1-(4-bromo-2-(3-methyl-1H-pyrazol-1-yl)phenyl)-2,2,2-trifluoroethoxy)pyrimidin-4-yl)-2,8-diazaspiro[4.5]decane-2,3-dicarboxylate (1.50 g, 1.94 mmol, See Ex. 1u) in THF (20 mL), MeOH (10 mL) and water (10 mL) was added LiOH—H2O (0.80 g, 19.4 mmol), and the reaction was stirred at RT for 4 h. The pH of the reaction mixture was adjusted to 6.5 with 6 N HCl, and the organic solvents were removed in vacuo to provide a white solid that is filtere...